Dataset: the Open Reaction Database (ORD), a public repository of structured organic reaction records. Task: describe an organic reaction: reactants, conditions, products, and yield The reactants are CCOC(=O)C(C#N)C1(c2cc(C)cc(C)c2)CCN(Cc2ccccc2)CC1, CCO, [K+], [Na+], [Na+], O=C([O-])[O-], [OH-], O. Yields the product CCOC(=O)CC1(c2cc(C)cc(C)c2)CCN(Cc2ccccc2)CC1. RXN SMILES: [C:3](#[N:4])[CH:5]([C:6](=[O:7])[O:8][CH2:9][CH3:10])[C:11]1([c:24]2[cH:25][c:26]([CH3:31])[cH:27][c:28]([CH3:30])[cH:29]2)[CH2:12][CH2:13][N:14]([CH2:17][c:18]2[cH:19][cH:20][cH:21][cH:22][cH:23]2)[CH2:15][CH2:16]1.[CH3:33][CH2:34][OH:35].[K+:2].[Na+:36].[Na+:37].[O-:38][C:39](=[O:40])[O-:41].[OH-:1].[OH2:32]>>[CH2:5]([C:6](=[O:7])[O:8][CH2:9][CH3:10])[C:11]1([c:24]2[cH:25][c:26]([CH3:31])[cH:27][c:28]([CH3:30])[cH:29]2)[CH2:12][CH2:13][N:14]([CH2:17][c:18]2[cH:19][cH:20][cH:21][cH:22][cH:23]2)[CH2:15][CH2:16]1. Starting materials: C(C)(=O)O[BH-](OC(C)=O)OC(C)=O.[Na+] (Sodium triacetoxyborohydride), ClC=1C=[N+](C=C(C1C[C@@H](C1=CC(=C(C=C1)OC)OC)OC(=O)C=1SC(=CC1)C=O)Cl)[O-] ([(1S)-2-(3,5-dichloro-1-oxido-pyridin-1-ium-4-yl)-1-(3,4-dimethoxyphenyl)ethyl]5-formylthiophene-2-carboxylate), NC(C(=O)OC1CC2CCC(C1)N2C)C2=CC=CC=C2 ((8-methyl-8-azabicyclo[3.2.1]octan-3-yl) 2-amino-2-phenyl-acetate), C(C)(=O)O (acetic acid). Run in ClCCl (dichloromethane), ClCCl (dichloromethane). Conditions: time 20 hour. Yields the product ClC=1C=[N+](C=C(C1C[C@@H](C1=CC(=C(C=C1)OC)OC)OC(=O)C=1SC(=CC1)CNC(C(=O)OC1CC2CCC(C1)N2C)C2=CC=CC=C2)Cl)[O-] ([(1S)-2-(3,5-dichloro-1-oxido-pyridin-1-ium-4-yl)-1-(3,4-dimethoxyphenyl)ethyl]5-[[[2-[(8-methyl-8-azabicyclo[3.2.1]octan-3-yl)oxy]-2-oxo-1-phenyl-ethyl]amino]methyl]thiophene-2-carboxylate). The yield is 27.8%. RXN SMILES: [Cl:1][C:2]1[CH:3]=[N+:4]([O-:31])[CH:5]=[C:6]([Cl:30])[C:7]=1[CH2:8][C@H:9]([O:20][C:21]([C:23]1[S:24][C:25]([CH:28]=O)=[CH:26][CH:27]=1)=[O:22])[C:10]1[CH:15]=[CH:14][C:13]([O:16][CH3:17])=[C:12]([O:18][CH3:19])[CH:11]=1.[NH2:32][CH:33]([C:46]1[CH:51]=[CH:50][CH:49]=[CH:48][CH:47]=1)[C:34]([O:36][CH:37]1[CH2:43][CH:42]2[N:44]([CH3:45])[CH:39]([CH2:40][CH2:41]2)[CH2:38]1)=[O:35].C(O)(=O)C.C(O[BH-](OC(=O)C)OC(=O)C)(=O)C.[Na+]>ClCCl>[Cl:30][C:6]1[CH:5]=[N+:4]([O-:31])[CH:3]=[C:2]([Cl:1])[C:7]=1[CH2:8][C@H:9]([O:20][C:21]([C:23]1[S:24][C:25]([CH2:28][NH:32][CH:33]([C:46]2[CH:47]=[CH:48][CH:49]=[CH:50][CH:51]=2)[C:34]([O:36][CH:37]2[CH2:38][CH:39]3[N:44]([CH3:45])[CH:42]([CH2:41][CH2:40]3)[CH2:43]2)=[O:35])=[CH:26][CH:27]=1)=[O:22])[C:10]1[CH:15]=[CH:14][C:13]([O:16][CH3:17])=[C:12]([O:18][CH3:19])[CH:11]=1 |f:3.4|. Procedure: A mixture of [(1S)-2-(3,5-dichloro-1-oxido-pyridin-1-ium-4-yl)-1-(3,4-dimethoxyphenyl)ethyl]5-formylthiophene-2-carboxylate (0.17 g, 0.35 mmol), (8-methyl-8-azabicyclo[3.2.1]octan-3-yl) 2-amino-2-phenyl-acetate (0.14 g, 0.53 mmol) and acetic acid (40 μL, 0.71 mmol) in dichloromethane (8 mL) was stirred at room temperature for 20 h. Sodium triacetoxyborohydride was added and the reaction mixture was stirred at room temperature for a further 24 h. The mixture was diluted with dichloromethane (10 m... Reactants: ClC=1C(=C(C=C(C1)Cl)S(=O)(=O)N(CC1=CC=C(C=C1)CNCC1=CC=C(C=C1)F)CC1=CC=C(C=C1)F)O (3,5-dichloro-N-(4-fluorobenzyl)-N-(4-((4-fluorobenzylamino)methyl)benzyl)-2-hydroxybenzenesulfonamide), ClC=1C=C(C=C(C1)Cl)S(=O)(=O)Cl (3,5-dichlorobenzene-1-sulfonyl chloride), C(C)(C)N(CC)C(C)C (diisopropylethylamine). Run in C(Cl)Cl (CH2Cl2). Conditions: time 2 hour. Product: ClC=1C(=C(C=C(C1)Cl)S(=O)(=O)N(CC1=CC=C(C=C1)F)CC1=CC=C(C=C1)CN(S(=O)(=O)C1=CC(=CC(=C1)Cl)Cl)CC1=CC=C(C=C1)F)O (3,5-Dichloro-N-(4-((3,5-dichloro-N-(4-fluorobenzyl)phenylsulfonamido)methyl)benzyl)-N-(4-fluorobenzyl)-2-hydroxybenzenesulfonamide). The yield is 12.6%. As a reaction SMILES: [Cl:1][C:2]1[C:3]([OH:38])=[C:4]([S:9]([N:12]([CH2:30][C:31]2[CH:36]=[CH:35][C:34]([F:37])=[CH:33][CH:32]=2)[CH2:13][C:14]2[CH:19]=[CH:18][C:17]([CH2:20][NH:21][CH2:22][C:23]3[CH:28]=[CH:27][C:26]([F:29])=[CH:25][CH:24]=3)=[CH:16][CH:15]=2)(=[O:11])=[O:10])[CH:5]=[C:6]([Cl:8])[CH:7]=1.[Cl:39][C:40]1[CH:41]=[C:42]([S:47](Cl)(=[O:49])=[O:48])[CH:43]=[C:44]([Cl:46])[CH:45]=1.C(N(C(C)C)CC)(C)C>C(Cl)Cl>[Cl:1][C:2]1[C:3]([OH:38])=[C:4]([S:9]([N:12]([CH2:13][C:14]2[CH:19]=[CH:18][C:17]([CH2:20][N:21]([CH2:22][C:23]3[CH:28]=[CH:27][C:26]([F:29])=[CH:25][CH:24]=3)[S:47]([C:42]3[CH:41]=[C:40]([Cl:39])[CH:45]=[C:44]([Cl:46])[CH:43]=3)(=[O:49])=[O:48])=[CH:16][CH:15]=2)[CH2:30][C:31]2[CH:32]=[CH:33][C:34]([F:37])=[CH:35][CH:36]=2)(=[O:10])=[O:11])[CH:5]=[C:6]([Cl:8])[CH:7]=1. Reported procedure: To a solution of 3,5-dichloro-N-(4-fluorobenzyl)-N-(4-((4-fluorobenzylamino)methyl)benzyl)-2-hydroxybenzenesulfonamide (47 mg, 0.10 mmol) in CH2Cl2 (1 mL) were added 3,5-dichlorobenzene-1-sulfonyl chloride (25 mg, 0.10 mmol) and diisopropylethylamine (0.042 mL, 0.30 mmol). The reaction mixture was stirred at rt for 2 h, and concentrated. The residue was dissolved in methanol and purified by prep HPLC to give the title compound (9.9 mg, 12%) as a white solid. 1H NMR (DMSO-d6) δ 11.17 (br s, 1H), ... Reactants: C(C1=CC=CC=C1)OC(=O)C1(CCOCC1)N=C(C1=CC=CC=C1)C1=CC=CC=C1 (4-[N-(diphenylmethylene)amino]tetrahydropyran-4-carboxylic acid benzyl ester), Cl (hydrochloric acid). Run in C(C)OCC (diethyl ether). Run at time 16 hour. Yields the product C(C1=CC=CC=C1)OC(=O)C1(CCOCC1)N (4-aminotetrahydropyran-4-carboxylic acid benzyl ester). Reaction SMILES: [CH2:1]([O:8][C:9]([C:11]1([N:17]=C(C2C=CC=CC=2)C2C=CC=CC=2)[CH2:16][CH2:15][O:14][CH2:13][CH2:12]1)=[O:10])[C:2]1[CH:7]=[CH:6][CH:5]=[CH:4][CH:3]=1.Cl>C(OCC)C>[CH2:1]([O:8][C:9]([C:11]1([NH2:17])[CH2:16][CH2:15][O:14][CH2:13][CH2:12]1)=[O:10])[C:2]1[CH:7]=[CH:6][CH:5]=[CH:4][CH:3]=1. Reported procedure: To a solution of 4-[N-(diphenylmethylene)amino]tetrahydropyran-4-carboxylic acid benzyl ester (16.0 grams, 0.047 mole) in diethyl ether (120 mL) is added 1M aqueous hydrochloric acid solution (100 mL). The mixture is stirred vigorously at room temperature for 16 hours. The layers are separated and the aqueous layer washed with diethyl ether. The aqueous layer is brought to pH 10 with dilute aqueous ammonium hydroxide solution and extracted with dichloromethane. The organic extract is dried over ... Starting materials: ClC1=C(C(=CC=C1)C1=CC=CC=C1)S(=O)(=O)N (2-chloro-6-phenylbenzenesulfonamide), C(CCC)N=C=O (n-butylisocyanate), C([O-])([O-])=O.[K+].[K+] (potassium carbonate). Solvent: C(C)#N (acetonitrile). The product is C(CCC)NC(=O)NS(=O)(=O)C1=C(C=CC=C1C1=CC=CC=C1)Cl (N-(Butylaminocarbonyl)-2-chloro-6-phenylbenzenesulfonamide). The yield is 94.0%. As a reaction SMILES: [Cl:1][C:2]1[CH:7]=[CH:6][CH:5]=[C:4]([C:8]2[CH:13]=[CH:12][CH:11]=[CH:10][CH:9]=2)[C:3]=1[S:14]([NH2:17])(=[O:16])=[O:15].[CH2:18]([N:22]=[C:23]=[O:24])[CH2:19][CH2:20][CH3:21].C(=O)([O-])[O-].[K+].[K+]>C(#N)C>[CH2:18]([NH:22][C:23]([NH:17][S:14]([C:3]1[C:4]([C:8]2[CH:13]=[CH:12][CH:11]=[CH:10][CH:9]=2)=[CH:5][CH:6]=[CH:7][C:2]=1[Cl:1])(=[O:16])=[O:15])=[O:24])[CH2:19][CH2:20][CH3:21] |f:2.3.4|. Procedure: A mixture of 7.7 g (0.029 mol) 2-chloro-6-phenylbenzenesulfonamide, 3.6 ml (0.032 mol) n-butylisocyanate and 4.1 g (0.03 mol) potassium carbonate was heated in 80 ml dry acetonitrile for 18 hours at reflux. The solvent was evaporated and the residue treated with 1N HCl and ethyl acetate and the insoluble solids were collected, washed with water and then ether. Additional material was obtained from the organic phase of the filtrate to afford a total of 10 g of the title compound, m.p. 184°-186°. ... Isolated yield 53.0%. Reaction SMILES: [Cl-:1].[Li+].[O:3]=[C:4]1[C:12]2[C:7](=[CH:8][C:9]([O:15][CH2:16][C:17]([O:19][CH3:20])=[O:18])=[C:10]([Cl:14])[C:11]=2[Cl:13])[CH2:6][CH:5]1[CH2:21][CH3:22].CO>CN(C)C=O>[O:3]=[C:4]1[C:12]2[C:7](=[CH:8][C:9]([O:15][CH2:16][C:17]([O:19][CH3:20])=[O:18])=[C:10]([Cl:14])[C:11]=2[Cl:13])[CH2:6][C:5]1([CH2:21][CH3:22])[Cl:1] |f:0.1|. Run in CN(C=O)C (dimethylformamide), CN(C=O)C (dimethylformamide). Procedure: A stirred solution of cupric chloride dihydrate (4.25 g. and lithium chloride (0.765 g.) in dimethylformamide (10 ml.) is heated to 90° C. and to the mixture is added a solution of methyl (1-oxo-2-ethyl-6,7-dichloro-5-indanyloxy)-acetate (4.7 g., 0.015 mole) in dimethylformamide. The reaction mixture is heated at 90° C. for two hours and poured onto ice. The product is extracted into ether (100 ml.), washed with water, dried over anhydrous sodium sulfate and the ether distilled at reduced pressu... Product: O=C1C(CC2=CC(=C(C(=C12)Cl)Cl)OCC(=O)OC)(Cl)CC (methyl (1-oxo-2-ethyl-2,6,7-trichloro-5-indanyloxy)acetate). Starting materials: cupric chloride dihydrate, [Cl-].[Li+] (lithium chloride), CO (methanol), O=C1C(CC2=CC(=C(C(=C12)Cl)Cl)OCC(=O)OC)CC (methyl (1-oxo-2-ethyl-6,7-dichloro-5-indanyloxy)-acetate). Conditions: temperature 90 celsius. Reactants: BrCC1=C(C=CC=C1)C(C#N)=NOC(F)F (2-(2-bromomethylphenyl)-2-difluoromethoxyimino-acetonitrile), CC1=C(C=C(C=C1)C)O (2,5-dimethylphenol), C(=O)([O-])[O-].[K+].[K+] (potash), C1COCCOCCOCCOCCOCCO1 (18-crown-6). Solvent: C(C)#N (acetonitrile), O (water). Run at time 24 hour. The product is CC1=C(OCC2=C(C=CC=C2)C(C#N)=NOC(F)F)C=C(C=C1)C (2-[2-(2,5-dimethylphenoxymethyl)phenyl]-2-difluoromethoxyiminoacetonitrile). Reaction SMILES: Br[CH2:2][C:3]1[CH:8]=[CH:7][CH:6]=[CH:5][C:4]=1[C:9](=[N:12][O:13][CH:14]([F:16])[F:15])[C:10]#[N:11].[CH3:17][C:18]1[CH:23]=[CH:22][C:21]([CH3:24])=[CH:20][C:19]=1[OH:25].C([O-])([O-])=O.[K+].[K+].C1OCCOCCOCCOCCOCCOC1>C(#N)C.O>[CH3:17][C:18]1[CH:23]=[CH:22][C:21]([CH3:24])=[CH:20][C:19]=1[O:25][CH2:2][C:3]1[CH:8]=[CH:7][CH:6]=[CH:5][C:4]=1[C:9](=[N:12][O:13][CH:14]([F:16])[F:15])[C:10]#[N:11] |f:2.3.4|. Procedure details: A mixture of 7.0 g of 2-(2-bromomethylphenyl)-2-difluoromethoxyimino-acetonitrile, 5.4 g of 2,5-dimethylphenol, 16.1 g of pulverized potash and 0.38 g of 18-crown-6 in 35 ml of acetonitrile is stirred at room temperature for 24 hours. For working up, water is added and exhaustive extraction with ethyl acetate is carried out. The combined organic phases are washed with saturated sodium chloride solution, dried over sodium sulfate, filtered and concentrated by evaporation. Chromatography on silica...